From a dataset of the Open Reaction Database (ORD), a public repository of structured organic reaction records. describe an organic reaction: reactants, conditions, products, and yield Reactants: CCCCCC.CCOC(=O)C (hexane EtOAc), ClC1=CC=C2C(=CC=NC2=C1)N1CCNCC1 (7-Chloro-4-(piperazin-1-yl)quinoline), FC=1C=C(C=CC1F)N=C=O (3,4-difluorophenyl isocyanate). The solvent is C1CCOC1 (THF). The product is ClC1=CC=C2C(=CC=NC2=C1)N1CCN(CC1)C(=O)NC1=CC(=C(C=C1)F)F (7-Chloro-4-[4-(3,4-difluorophenylaminocarbonyl)piperazin-1-yl]quinoline). Reaction SMILES: [Cl:1][C:2]1[CH:11]=[C:10]2[C:5]([C:6]([N:12]3[CH2:17][CH2:16][NH:15][CH2:14][CH2:13]3)=[CH:7][CH:8]=[N:9]2)=[CH:4][CH:3]=1.[F:18][C:19]1[CH:20]=[C:21]([N:26]=[C:27]=[O:28])[CH:22]=[CH:23][C:24]=1[F:25].CCCCCC.CCOC(C)=O>C1COCC1>[Cl:1][C:2]1[CH:11]=[C:10]2[C:5]([C:6]([N:12]3[CH2:17][CH2:16][N:15]([C:27]([NH:26][C:21]4[CH:22]=[CH:23][C:24]([F:25])=[C:19]([F:18])[CH:20]=4)=[O:28])[CH2:14][CH2:13]3)=[CH:7][CH:8]=[N:9]2)=[CH:4][CH:3]=1 |f:2.3|. Procedure: 7-Chloro-4-(piperazin-1-yl)quinoline (0.16 g, 0.65 mmol) and 3,4-difluorophenyl isocyanate (76 μL, 0.65 mmol) in THF (10 mL) are reacted according to method C yielding the title product as a colorless foam after column chromatography with hexane-EtOAc. Starting materials: COC1=CC=C2CCC=C(C2=C1)C1CCN(CC1)C (4-(3,4-Dihydro-7-methoxynaphth-1-yl)-1-methylpiperidine), ClC1=C(C(=C(C(C1=O)=O)Cl)Cl)Cl (tetrachloro-1,2-benzoquinone). Product: COC1=CC=C2C=CC=C(C2=C1)C1CCN(CC1)C (4-(7-Methoxynaphth-1-yl)-1-methylpiperidine). Reaction SMILES: [CH3:1][O:2][C:3]1[CH:12]=[C:11]2[C:6]([CH2:7][CH2:8][CH:9]=[C:10]2[CH:13]2[CH2:18][CH2:17][N:16]([CH3:19])[CH2:15][CH2:14]2)=[CH:5][CH:4]=1.ClC1C(=O)C(=O)C(Cl)=C(Cl)C=1Cl>>[CH3:1][O:2][C:3]1[CH:12]=[C:11]2[C:6]([CH:7]=[CH:8][CH:9]=[C:10]2[CH:13]2[CH2:18][CH2:17][N:16]([CH3:19])[CH2:15][CH2:14]2)=[CH:5][CH:4]=1. Procedure details: A mixture of 11.5 g of the product from Example 15 and 23.1 g of tetrachloro-1,2-benzoquinone in solution in 600 ml of anhydrous ethyl acohol is refluxed for 30 hours. Starting materials: [BH4-], CCOC(=O)CC(C#N)(CC(=O)OCC)c1ccc(Cl)c(Cl)c1, CO, Cl[Co]Cl, [Na+], O, O, O, O, O, O. Yields the product CCOC(=O)CC1(c2ccc(Cl)c(Cl)c2)CNC(=O)C1. RXN SMILES: [BH4-:24].[CH2:1]([CH3:2])[O:3][C:4]([CH2:5][C:6]([CH2:7][C:8](=[O:9])[O:10][CH2:11][CH3:12])([c:13]1[cH:14][c:15]([Cl:20])[c:16]([Cl:19])[cH:17][cH:18]1)[C:21]#[N:22])=[O:23].[CH3:26][OH:27].[Co:34]([Cl:35])[Cl:36].[Na+:25].[OH2:28].[OH2:29].[OH2:30].[OH2:31].[OH2:32].[OH2:33]>>[CH2:1]([CH3:2])[O:3][C:4]([CH2:5][C:6]1([c:13]2[cH:14][c:15]([Cl:20])[c:16]([Cl:19])[cH:17][cH:18]2)[CH2:7][C:8](=[O:9])[NH:22][CH2:21]1)=[O:23].